From a dataset of the Open Reaction Database (ORD), a public repository of structured organic reaction records. describe an organic reaction: reactants, conditions, products, and yield The reactants are C(C)(C)(C)OC(COC1=C(C=C(C=C1)C#N)C#C)=O (tert-butyl(4-cyano-2-ethynylphenoxy)acetate), BrC=1C=NC=C(C1)S(=O)(=O)N1CC(C1)(F)F (3-bromo-5-[(3,3-difluoroazetidin-1-yl)sulfonyl]pyridine), C(C)(C)(C)OC(COC1=C(C=C(C=C1)C#N)C#C)=O (tert-butyl(4-cyano-2-ethynylphenoxy)acetate), BrC=1C=NC=C(C1)S(=O)(=O)N1CC(C1)(F)F (3-bromo-5-[(3,3-difluoroazetidin-1-yl)sulfonyl]pyridine). Yields the product C(#N)C1=CC(=C(OCC(=O)O)C=C1)C#CC=1C=NC=C(C1)S(=O)(=O)N1CC(C1)(F)F ([4-cyano-2-({5-[(3,3-difluoroazetidin-1-yl)sulfonyl]pyridin-3-yl}ethynyl)phenoxy]acetic acid). As a reaction SMILES: C([O:5][C:6](=[O:19])[CH2:7][O:8][C:9]1[CH:14]=[CH:13][C:12]([C:15]#[N:16])=[CH:11][C:10]=1[C:17]#[CH:18])(C)(C)C.Br[C:21]1[CH:22]=[N:23][CH:24]=[C:25]([S:27]([N:30]2[CH2:33][C:32]([F:35])([F:34])[CH2:31]2)(=[O:29])=[O:28])[CH:26]=1>>[C:15]([C:12]1[CH:13]=[CH:14][C:9]([O:8][CH2:7][C:6]([OH:5])=[O:19])=[C:10]([C:17]#[C:18][C:21]2[CH:22]=[N:23][CH:24]=[C:25]([S:27]([N:30]3[CH2:33][C:32]([F:35])([F:34])[CH2:31]3)(=[O:29])=[O:28])[CH:26]=2)[CH:11]=1)#[N:16]. Procedure: Following the general method as outlined in Example 35, starting from tert-butyl(4-cyano-2-ethynyl phenoxy)acetate (Intermediate 46) and 3-bromo-5-[(3,3-difluoroazetidin-1-yl)sulfonyl]pyridine (Intermediate 34), the title compound was obtained as an off-white solid.